From a dataset of the Open Reaction Database (ORD), a public repository of structured organic reaction records. describe an organic reaction: reactants, conditions, products, and yield Starting materials: CC#N, CC(C)(C)OC(=O)NCCCCC(NC(=O)OC(C)(C)C)C(=O)O, CCN=C=NCCCN(C)C, CCN(C(C)C)C(C)C, Cl, O=C(O)C(F)(F)F, CC(N)C(=O)OCCOc1ccc(-c2c(C#N)c(SCc3csc(-c4ccc(Cl)cc4)n3)nc(N3CCCC3)c2C#N)cc1, CN(C)C=O, O, O, On1nnc2ccccc21. Product: CC(NC(=O)C(CCCCNC(=O)OC(C)(C)C)NC(=O)OC(C)(C)C)C(=O)OCCOc1ccc(-c2c(C#N)c(SCc3csc(-c4ccc(Cl)cc4)n3)nc(N3CCCC3)c2C#N)cc1. Reaction SMILES: [C:113](#[N:114])[CH3:115].[C:1]([CH3:2])([CH3:3])([CH3:4])[O:5][C:6](=[O:7])[NH:8][CH:9]([CH2:10][CH2:11][CH2:12][CH2:13][NH:14][C:15](=[O:16])[O:17][C:18]([CH3:19])([CH3:20])[CH3:21])[C:22](=[O:23])[OH:24].[CH3:37][N:38]([CH3:39])[CH2:40][CH2:41][CH2:42][N:43]=[C:44]=[N:45][CH2:46][CH3:47].[CH:48]([N:49]([CH2:50][CH3:51])[CH:52]([CH3:53])[CH3:54])([CH3:55])[CH3:56].[ClH:36].[F:57][C:58]([F:59])([F:60])[C:61]([OH:62])=[O:63].[NH2:64][CH:65]([CH3:66])[C:67](=[O:68])[O:69][CH2:70][CH2:71][O:72][c:73]1[cH:74][cH:75][c:76](-[c:79]2[c:80]([C:106]#[N:107])[c:81]([S:92][CH2:93][c:94]3[n:95][c:96](-[c:99]4[cH:100][cH:101][c:102]([Cl:105])[cH:103][cH:104]4)[s:97][cH:98]3)[n:82][c:83]([N:87]3[CH2:88][CH2:89][CH2:90][CH2:91]3)[c:84]2[C:85]#[N:86])[cH:77][cH:78]1.[O:108]=[CH:109][N:110]([CH3:111])[CH3:112].[OH2:116].[OH2:25].[OH:26][n:27]1[c:28]2[cH:29][cH:30][cH:31][cH:32][c:33]2[n:34][n:35]1>>[C:1]([CH3:2])([CH3:3])([CH3:4])[O:5][C:6](=[O:7])[NH:8][CH:9]([CH2:10][CH2:11][CH2:12][CH2:13][NH:14][C:15](=[O:16])[O:17][C:18]([CH3:19])([CH3:20])[CH3:21])[C:22](=[O:24])[NH:64][CH:65]([CH3:66])[C:67](=[O:68])[O:69][CH2:70][CH2:71][O:72][c:73]1[cH:74][cH:75][c:76](-[c:79]2[c:80]([C:106]#[N:107])[c:81]([S:92][CH2:93][c:94]3[n:95][c:96](-[c:99]4[cH:100][cH:101][c:102]([Cl:105])[cH:103][cH:104]4)[s:97][cH:98]3)[n:82][c:83]([N:87]3[CH2:88][CH2:89][CH2:90][CH2:91]3)[c:84]2[C:85]#[N:86])[cH:77][cH:78]1. Reactants: C([O-])([O-])=O.[Na+].[Na+] (sodium carbonate), BrC1=C(C#N)C=CC=C1 (2-bromobenzonitrile), B(C=1C=CC(=CC1)C)(O)O (p-tolylboronic acid). Reagents/catalysts: C1=CC=C(C=C1)P(C2=CC=CC=C2)C3=CC=CC=C3.C1=CC=C(C=C1)P(C2=CC=CC=C2)C3=CC=CC=C3.C1=CC=C(C=C1)P(C2=CC=CC=C2)C3=CC=CC=C3.C1=CC=C(C=C1)P(C2=CC=CC=C2)C3=CC=CC=C3.[Pd] (tetrakis(triphenylphosphine)palladium(O)). Solvent: C(OC)COC (dimethoxyethane). Yields the product C(#N)C1=C(C=CC=C1)C1=CC=C(C=C1)C (2-cyano-4'-methylbiphenyl). Yield: 98.9%. Reaction SMILES: Br[C:2]1[CH:9]=[CH:8][CH:7]=[CH:6][C:3]=1[C:4]#[N:5].C(=O)([O-])[O-].[Na+].[Na+].B(O)(O)[C:17]1[CH:18]=[CH:19][C:20]([CH3:23])=[CH:21][CH:22]=1>C(COC)OC.C1C=CC(P(C2C=CC=CC=2)C2C=CC=CC=2)=CC=1.C1C=CC(P(C2C=CC=CC=2)C2C=CC=CC=2)=CC=1.C1C=CC(P(C2C=CC=CC=2)C2C=CC=CC=2)=CC=1.C1C=CC(P(C2C=CC=CC=2)C2C=CC=CC=2)=CC=1.[Pd]>[C:4]([C:3]1[CH:6]=[CH:7][CH:8]=[CH:9][C:2]=1[C:17]1[CH:22]=[CH:21][C:20]([CH3:23])=[CH:19][CH:18]=1)#[N:5] |f:1.2.3,6.7.8.9.10|. Procedure: Nitrogen was bubbled through a solution of 2-bromobenzonitrile (309.4 g, 1.70 mol) in dimethoxyethane (4.2 L) for 30 minutes then the following reagents added in succession: tetrakis(triphenylphosphine)palladium(O), (95 g, 0.082 mol); 2M aqueous sodium carbonate solution (1785 mL, 3.57 mol); and p-tolylboronic acid (239.1 g, 1.76 mol). The reaction mixture was heated under an atmosphere of nitrogen at 70° to 78° C. for 19 hours. The two-phase mixture was cooled to room temperature and the layers...